This data is from the Open Reaction Database (ORD), a public repository of structured organic reaction records. The task is: describe an organic reaction: reactants, conditions, products, and yield Reactants: Cc1ccnc(N)n1, O=C(Cl)C1(c2ccc3c(c2)OCO3)CC1, c1ccncc1. Product: Cc1ccnc(NC(=O)C2(c3ccc4c(c3)OCO4)CC2)n1. Reaction SMILES: [CH3:16][c:17]1[n:18][c:19]([NH2:23])[n:20][cH:21][cH:22]1.[O:1]1[CH2:2][O:3][c:4]2[c:5]1[cH:6][cH:7][c:8]([C:10]1([C:13](=[O:14])[Cl:15])[CH2:11][CH2:12]1)[cH:9]2.[cH:24]1[cH:25][cH:26][n:27][cH:28][cH:29]1>>[O:1]1[CH2:2][O:3][c:4]2[c:5]1[cH:6][cH:7][c:8]([C:10]1([C:13](=[O:14])[NH:23][c:19]3[n:18][c:17]([CH3:16])[cH:22][cH:21][n:20]3)[CH2:11][CH2:12]1)[cH:9]2. Reaction SMILES: O.[C:2]1([OH:10])[CH:9]=[C:7]([CH3:8])[CH:6]=[C:4]([OH:5])[CH:3]=1.[F:11][C:12]1[CH:13]=[CH:14][C:15]([CH3:22])=[C:16]([S:18](Cl)(=[O:20])=[O:19])[CH:17]=1.C([O-])(O)=O.[Na+]>C(OCC)C>[F:11][C:12]1[CH:13]=[CH:14][C:15]([CH3:22])=[C:16]([S:18]([O:5][C:4]2[CH:3]=[C:2]([OH:10])[CH:9]=[C:7]([CH3:8])[CH:6]=2)(=[O:20])=[O:19])[CH:17]=1 |f:0.1,3.4|. Isolated yield 100.6%. Yields the product FC=1C=CC(=C(C1)S(=O)(=O)OC=1C=C(C=C(C1)C)O)C (3-(5-Fluoro-2-methylphenylsulfonyloxy)-5-methylphenol). Reactants: O.C1(=CC(O)=CC(C)=C1)O (orcinol monohydrate), FC=1C=CC(=C(C1)S(=O)(=O)Cl)C (5-fluoro-2-methylbenzenesulfonyl chloride), C(=O)(O)[O-].[Na+] (NaHCO3). Reaction conditions: time 3 day. Procedure: To a solution of 1.00 g (8.05 mmol) of orcinol monohydrate and 1.63 g (7.38 mmol) of 5-fluoro-2-methylbenzenesulfonyl chloride in 20 mL of diethyl ether was added 20 mL of saturated aqueous NaHCO3 and the biphasic mixture stirred vigorously at ambient temperature for 3 days. The layers were separated and the aqueous layer extracted with 2×30 mL of ethyl acetate. The combined organic layers were washed with 50 mL of brine, dried (Na2SO4) and concentrated to give 2.2 g of an orange syrup. Crystall... The solvent is C(C)OCC (diethyl ether). Reactants: ClC1=NC=NC(=C1C#N)NC1=CC=C(C=C1)SC (4-Chloro-6-(4-methylsulfanyl-phenylamino)-pyrimidine-5-carbonitrile), Cl.N1CCC(CC1)C(CCCCC)=O (1-piperidin-4-yl-hexan-1-one hydrochloride), CN(C)C=O (DMF), C([O-])([O-])=O.[K+].[K+] (Potassium Carbonate), CN(C)C=O (DMF), C([O-])(O)=O.[Na+] (sodium bicarbonate). The solvent is C(C)(=O)OCC (ethyl acetate). Conditions: time 1 hour. Yields the product C(CCCCC)(=O)C1CCN(CC1)C1=NC=NC(=C1C#N)NC=1C=NC(=CC1)SC (4-(4-Hexanoyl-piperidin-1-yl)-6-(6-methylsulfanyl-pyridin-3-ylamino)-pyrimidine-5-carbonitrile). Reaction SMILES: Cl[C:2]1[C:7]([C:8]#[N:9])=[C:6]([NH:10][C:11]2[CH:16]=[CH:15][C:14]([S:17][CH3:18])=C[CH:12]=2)[N:5]=[CH:4][N:3]=1.C(=O)([O-])[O-].[K+].[K+].Cl.[NH:26]1[CH2:31][CH2:30][CH:29]([C:32](=[O:38])[CH2:33][CH2:34][CH2:35][CH2:36][CH3:37])[CH2:28][CH2:27]1.C(=O)(O)[O-].[Na+].C[N:45](C=O)C>C(OCC)(=O)C>[C:32]([CH:29]1[CH2:30][CH2:31][N:26]([C:2]2[C:7]([C:8]#[N:9])=[C:6]([NH:10][C:11]3[CH:12]=[N:45][C:14]([S:17][CH3:18])=[CH:15][CH:16]=3)[N:5]=[CH:4][N:3]=2)[CH2:27][CH2:28]1)(=[O:38])[CH2:33][CH2:34][CH2:35][CH2:36][CH3:37] |f:1.2.3,4.5,6.7|. Procedure: 4-Chloro-6-(4-methylsulfanyl-phenylamino)-pyrimidine-5-carbonitrile (150.00 mg, 0.54 mmol) in DMF (2 ml) was mixture with Potassium Carbonate (82.1 mg, 0.59 mmol), added 1-piperidin-4-yl-hexan-1-one hydrochloride (237.4 mg, 1.08 mmol) in DMF (1 ml) and left stirring at room temperature for 1 hour. Reaction was worked up with ethyl acetate, sodium bicarbonate, dried with magnesium sulfate, filtered and concentrate under high vacuum to afford a lithe yellow solid as product. Compound was recrystal... The reactants are solution, Cl (hydrogen chloride), COCOC=1C=C(C=CC1)CCC1=C(OCCC2CCN(CC2)C)C=CC=C1 (4-(2-{2-[2-(3-methoxymethoxyphenyl)ethyl]phenoxy}ethyl)-1-methylpiperidine). Solvent: O1CCOCC1 (dioxane), O1CCOCC1 (dioxane). Conditions: time 1 hour. Product: Cl.OC=1C=C(C=CC1)CCC1=C(OCCC2CCN(CC2)C)C=CC=C1 (4-(2-{2-[2-(3-Hydroxyphenyl)ethyl]phenoxy}ethyl]-1-methylpiperidine hydrochloride). The yield is 42.0%. As a reaction SMILES: [ClH:1].COC[O:5][C:6]1[CH:7]=[C:8]([CH2:12][CH2:13][C:14]2[CH:29]=[CH:28][CH:27]=[CH:26][C:15]=2[O:16][CH2:17][CH2:18][CH:19]2[CH2:24][CH2:23][N:22]([CH3:25])[CH2:21][CH2:20]2)[CH:9]=[CH:10][CH:11]=1>O1CCOCC1>[ClH:1].[OH:5][C:6]1[CH:7]=[C:8]([CH2:12][CH2:13][C:14]2[CH:29]=[CH:28][CH:27]=[CH:26][C:15]=2[O:16][CH2:17][CH2:18][CH:19]2[CH2:24][CH2:23][N:22]([CH3:25])[CH2:21][CH2:20]2)[CH:9]=[CH:10][CH:11]=1 |f:3.4|. Procedure details: 2.3 ml of a 4N solution of hydrogen chloride in dioxane were added to a solution of 710 mg of 4-(2-{2-[2-(3-methoxymethoxyphenyl)ethyl]phenoxy}ethyl)-1-methylpiperidine [prepared as described in step (a) above] in 2.3 ml of dioxane, and the resulting mixture was allowed to stand at room temperature for 1 hour, after which it was concentrated by evaporation under reduced pressure. The resulting residue was dissolved in a small amount of methylene chloride, and ethyl acetate was added to the solut... Reactants: ClCCl, CC(C)(C)OC(=O)NC1CN(C(=O)Nc2cnc3ccc(N4CCCC4c4cc(F)ccc4F)nn23)C1, O=C(O)C(F)(F)F. The product is NC1CN(C(=O)Nc2cnc3ccc(N4CCCC4c4cc(F)ccc4F)nn23)C1, O=C(O)C(F)(F)F. RXN SMILES: [Cl:45][CH2:46][Cl:47].[F:1][c:2]1[c:3]([CH:9]2[N:10]([c:14]3[cH:15][cH:16][c:17]4[n:18]([n:19]3)[c:20]([NH:23][C:24](=[O:25])[N:26]3[CH2:27][CH:28]([NH:30][C:31](=[O:32])[O:33][C:34]([CH3:35])([CH3:36])[CH3:37])[CH2:29]3)[cH:21][n:22]4)[CH2:11][CH2:12][CH2:13]2)[cH:4][c:5]([F:8])[cH:6][cH:7]1.[F:38][C:39]([C:40](=[O:41])[OH:42])([F:43])[F:44]>>[F:1][c:2]1[c:3]([CH:9]2[N:10]([c:14]3[cH:15][cH:16][c:17]4[n:18]([n:19]3)[c:20]([NH:23][C:24](=[O:25])[N:26]3[CH2:27][CH:28]([NH2:30])[CH2:29]3)[cH:21][n:22]4)[CH2:11][CH2:12][CH2:13]2)[cH:4][c:5]([F:8])[cH:6][cH:7]1.[F:38][C:39]([C:40](=[O:41])[OH:42])([F:43])[F:44]. Reactants: O=C(O)C(Br)c1ccccc1, CC(C)=O, Sc1nc2ccccc2[nH]1. The product is O=C(O)C(Sc1nc2ccccc2[nH]1)c1ccccc1. As a reaction SMILES: [Br:11][CH:12]([C:13](=[O:14])[OH:15])[c:16]1[cH:17][cH:18][cH:19][cH:20][cH:21]1.[CH3:22][C:23](=[O:24])[CH3:25].[SH:1][c:2]1[nH:3][c:4]2[c:5]([n:6]1)[cH:7][cH:8][cH:9][cH:10]2>>[S:1]([c:2]1[nH:3][c:4]2[c:5]([n:6]1)[cH:7][cH:8][cH:9][cH:10]2)[CH:12]([C:13](=[O:14])[OH:15])[c:16]1[cH:17][cH:18][cH:19][cH:20][cH:21]1.